Dataset: the Open Reaction Database (ORD), a public repository of structured organic reaction records. Task: describe an organic reaction: reactants, conditions, products, and yield The reactants are COC(=O)C=1N(N=CC1C(C)C)C1=C(C=CC=C1Cl)Cl (2-(2,6-dichloro-phenyl)-4-isopropyl-2H-pyrazole-3-carboxylic acid methyl ester), CC(C)C[AlH]CC(C)C (DIBAL-H). Solvent: C1CCOC1 (THF). Conditions: time 8 hour. Product: ClC1=C(C(=CC=C1)Cl)N1N=CC(=C1CO)C(C)C ([2-(2,6-Dichloro-phenyl)-4-isopropyl-2H-pyrazol-3-yl]-methanol). Yield: 82.5%. RXN SMILES: C[O:2][C:3]([C:5]1[N:6]([C:13]2[C:18]([Cl:19])=[CH:17][CH:16]=[CH:15][C:14]=2[Cl:20])[N:7]=[CH:8][C:9]=1[CH:10]([CH3:12])[CH3:11])=O.CC(C[AlH]CC(C)C)C>C1COCC1>[Cl:19][C:18]1[CH:17]=[CH:16][CH:15]=[C:14]([Cl:20])[C:13]=1[N:6]1[C:5]([CH2:3][OH:2])=[C:9]([CH:10]([CH3:12])[CH3:11])[CH:8]=[N:7]1. Procedure details: To a 0° C. solution of 2-(2,6-dichloro-phenyl)-4-isopropyl-2H-pyrazole-3-carboxylic acid methyl ester (2.2 g, 6.8 mmol) in THF (30 mL) is added DIBAL-H (33.7 mL, 1M in toluene). The reaction mixture is stirred at ambient temperature overnight. The reaction is quenched by the addition of methanol and is concentrated under reduced pressure. The residue is partitioned between 5N NaOH and EtOAc. The layers are separated and the organic layer is filtered through a pad of diatomaceous earth. The filtr... Starting materials: [H][H] (hydrogen), 92, BrCCCC=C(C1=CC=C(C=C1)F)C1=CC=C(C=C1)F (1,1'-(5-bromo-1-penten-1-ylidene)bis [4-fluorobenzene]). Reagents/catalysts: [Pd] (palladium-on-charcoal). Solvent: CO (methanol). Product: 84, BrCCCCC(C1=CC=C(C=C1)F)C1=CC=C(C=C1)F (1,1'-(5-bromo-1-pentylidene)bis[4-fluorobenzene]). As a reaction SMILES: [Br:1][CH2:2][CH2:3][CH2:4][CH:5]=[C:6]([C:14]1[CH:19]=[CH:18][C:17]([F:20])=[CH:16][CH:15]=1)[C:7]1[CH:12]=[CH:11][C:10]([F:13])=[CH:9][CH:8]=1.[H][H]>[Pd].CO>[Br:1][CH2:2][CH2:3][CH2:4][CH2:5][CH:6]([C:7]1[CH:8]=[CH:9][C:10]([F:13])=[CH:11][CH:12]=1)[C:14]1[CH:19]=[CH:18][C:17]([F:20])=[CH:16][CH:15]=1. Procedure details: A mixture of 92 parts of 1,1'-(5-bromo-1-penten-1-ylidene)bis [4-fluorobenzene] and 400 parts of methanol was hydrogenated at normal pressure and at room temperature with 5 parts of palladium-on-charcoal catalyst 10%. After the calculated amount of hydrogen was taken up, the catalyst was filtered off and the filtrate was evaporated, yielding 84 parts of 1,1'-(5-bromo-1-pentylidene)bis[4-fluorobenzene] as a residue (int. 51). Reactants: CC1(OB(OC1(C)C)C=C)C.C(=C)B1OC(C)(C)C(C)(C)O1 (vinylboronic acid pinacol ester 4,4,5,5-tetramethyl-2-vinyl-1,3,2-dioxaborolane), C([O-])([O-])=O.[K+].[K+] (potassium carbonate), CC1(OB(OC1(C)C)C=C)C.C(=C)B1OC(C)(C)C(C)(C)O1 (vinylboronic acid pinacol ester 4,4,5,5-tetramethyl-2-vinyl-1,3,2-dioxaborolane), BrC1=C(C=C2N=C(C=3N(C2=C1)C=CN3)NCCCO)C(F)(F)F (3-(8-bromo-7-trifluoromethyl-imidazo[1,2-a]quinoxalin-4-ylamino)-propan-1-ol). Reagents/catalysts: C1(=CC=CC=C1)P([C-]1C=CC=C1)C1=CC=CC=C1.[C-]1(C=CC=C1)P(C1=CC=CC=C1)C1=CC=CC=C1.[Fe+2] (1,1′bis(diphenylphosphino) ferrocene), [Pd](Cl)Cl (palladium dichloride), C1(=CC=CC=C1)P([C-]1C=CC=C1)C1=CC=CC=C1.[C-]1(C=CC=C1)P(C1=CC=CC=C1)C1=CC=CC=C1.[Fe+2] (1,1′bis(diphenylphosphino) ferrocene), [Pd](Cl)Cl (palladium dichloride). The solvent is C(C)#N (acetonitrile), O (water). The product is FC(C=1C=C2N=C(C=3N(C2=CC1C=C)C=CN3)NCCCO)(F)F (3-{[7-(trifluoromethyl)-8-vinylimidazo[1,2-a]quinoxalin-4-yl]amino}propan-1-ol). Isolated yield 14.0%. As a reaction SMILES: Br[C:2]1[CH:11]=[C:10]2[C:5]([N:6]=[C:7]([NH:15][CH2:16][CH2:17][CH2:18][OH:19])[C:8]3[N:9]2[CH:12]=[CH:13][N:14]=3)=[CH:4][C:3]=1[C:20]([F:23])([F:22])[F:21].[CH3:24][C:25]1(C)C(C)(C)OB(C=C)O1.C(B1OC(C)(C)C(C)(C)O1)=C.C(=O)([O-])[O-].[K+].[K+]>C(#N)C.O.C1(P(C2C=CC=CC=2)[C-]2C=CC=C2)C=CC=CC=1.[C-]1(P(C2C=CC=CC=2)C2C=CC=CC=2)C=CC=C1.[Fe+2].[Pd](Cl)Cl>[F:21][C:20]([F:23])([F:22])[C:3]1[CH:4]=[C:5]2[C:10](=[CH:11][C:2]=1[CH:24]=[CH2:25])[N:9]1[CH:12]=[CH:13][N:14]=[C:8]1[C:7]([NH:15][CH2:16][CH2:17][CH2:18][OH:19])=[N:6]2 |f:1.2,3.4.5,8.9.10|. Procedure: A solution of 3-(8-bromo-7-trifluoromethyl-imidazo[1,2-a]quinoxalin-4-ylamino)-propan-1-ol prepared as in example 52 (1 g; 2.57 mmol; 1 eq), 1,1′bis(diphenylphosphino) ferrocene)palladium dichloride. Dichloromethane complex (210 mg; 0.257 mmol; 0.1 eq), vinylboronic acid pinacol ester 4,4,5,5-tetramethyl-2-vinyl-1,3,2-dioxaborolane (700 μl; 4.1 mmol; 1.6 eq), potassium carbonate (1.42 g; 10.28 mmol; 4 eq) in acetonitrile (12 ml) and water (4 ml) is stirred 24 h at 65° C. under argon. The convers... The reactants are ClCCl, O=C(O)C(F)(F)F, CC(C)(C)OC(=O)N1CCC(C(=O)N2CCCCC2C(=O)NC(CCCc2ccccc2)CCCc2ccccc2)CC1. The product is O=C(NC(CCCc1ccccc1)CCCc1ccccc1)C1CCCCN1C(=O)C1CCNCC1. RXN SMILES: [CH2:51]([Cl:52])[Cl:53].[OH:44][C:45]([C:46]([F:47])([F:48])[F:49])=[O:50].[c:1]1([CH2:7][CH2:8][CH2:9][CH:10]([CH2:11][CH2:12][CH2:13][c:14]2[cH:15][cH:16][cH:17][cH:18][cH:19]2)[NH:20][C:21](=[O:22])[CH:23]2[N:24]([C:29](=[O:30])[CH:31]3[CH2:32][CH2:33][N:34]([C:37]([O:38][C:39]([CH3:40])([CH3:41])[CH3:42])=[O:43])[CH2:35][CH2:36]3)[CH2:25][CH2:26][CH2:27][CH2:28]2)[cH:2][cH:3][cH:4][cH:5][cH:6]1>>[c:1]1([CH2:7][CH2:8][CH2:9][CH:10]([CH2:11][CH2:12][CH2:13][c:14]2[cH:15][cH:16][cH:17][cH:18][cH:19]2)[NH:20][C:21](=[O:22])[CH:23]2[N:24]([C:29](=[O:30])[CH:31]3[CH2:32][CH2:33][NH:34][CH2:35][CH2:36]3)[CH2:25][CH2:26][CH2:27][CH2:28]2)[cH:2][cH:3][cH:4][cH:5][cH:6]1. The reactants are Cn1cc(C(=O)C(F)(F)F)c2ccc([N+](=O)[O-])cc21, [Na+], [OH-], O. Product: Cn1cc(C(=O)O)c2ccc([N+](=O)[O-])cc21. Reaction SMILES: [F:1][C:2]([C:3](=[O:4])[c:5]1[cH:6][n:7]([CH3:17])[c:8]2[cH:9][c:10]([N+:14](=[O:15])[O-:16])[cH:11][cH:12][c:13]12)([F:18])[F:19].[Na+:21].[OH-:20].[OH2:22]>>[C:3]([OH:4])([c:5]1[cH:6][n:7]([CH3:17])[c:8]2[cH:9][c:10]([N+:14](=[O:15])[O-:16])[cH:11][cH:12][c:13]12)=[O:20].